describe an organic reaction: reactants, conditions, products, and yield From a dataset of the Open Reaction Database (ORD), a public repository of structured organic reaction records. Starting materials: CC[SiH](CC)CC, CC(Cl)Cl, NCc1ccc2c(C(O)c3ccc(OCCN4CCCCC4)cc3)c(-c3ccc(OCCN4CCCC4)cc3)sc2c1, O=C(O)C(F)(F)F. Yields the product NCc1ccc2c(Cc3ccc(OCCN4CCCCC4)cc3)c(-c3ccc(OCCN4CCCC4)cc3)sc2c1. RXN SMILES: [CH2:43]([SiH:44]([CH2:45][CH3:46])[CH2:47][CH3:48])[CH3:49].[Cl:57][CH:58]([Cl:59])[CH3:60].[NH2:1][CH2:2][c:3]1[cH:4][cH:5][c:6]2[c:7]([s:8][c:9](-[c:28]3[cH:29][cH:30][c:31]([O:34][CH2:35][CH2:36][N:37]4[CH2:38][CH2:39][CH2:40][CH2:41]4)[cH:32][cH:33]3)[c:10]2[CH:11]([OH:12])[c:13]2[cH:14][cH:15][c:16]([O:19][CH2:20][CH2:21][N:22]3[CH2:23][CH2:24][CH2:25][CH2:26][CH2:27]3)[cH:17][cH:18]2)[cH:42]1.[OH:50][C:51]([C:52]([F:53])([F:54])[F:55])=[O:56]>>[NH2:1][CH2:2][c:3]1[cH:4][cH:5][c:6]2[c:7]([s:8][c:9](-[c:28]3[cH:29][cH:30][c:31]([O:34][CH2:35][CH2:36][N:37]4[CH2:38][CH2:39][CH2:40][CH2:41]4)[cH:32][cH:33]3)[c:10]2[CH2:11][c:13]2[cH:14][cH:15][c:16]([O:19][CH2:20][CH2:21][N:22]3[CH2:23][CH2:24][CH2:25][CH2:26][CH2:27]3)[cH:17][cH:18]2)[cH:42]1. Starting materials: CCOC(=O)CCCBr, CO, CCCCCC, ClCCl, O, Cc1c(CC(N)=O)c2ccc(O)cc2n1Cc1ccccc1. The product is CCOC(=O)CCCOc1ccc2c(CC(N)=O)c(C)n(Cc3ccccc3)c2c1. RXN SMILES: [Br:23][CH2:24][CH2:25][CH2:26][C:27](=[O:28])[O:29][CH2:30][CH3:31].[CH3:35][OH:36].[CH3:37][CH2:38][CH2:39][CH2:40][CH2:41][CH3:42].[Cl:32][CH2:33][Cl:34].[OH2:43].[OH:1][c:2]1[cH:3][cH:4][c:5]2[c:6]([CH2:19][C:20](=[O:21])[NH2:22])[c:7]([CH3:18])[n:8]([CH2:11][c:12]3[cH:13][cH:14][cH:15][cH:16][cH:17]3)[c:9]2[cH:10]1>>[O:1]([c:2]1[cH:3][cH:4][c:5]2[c:6]([CH2:19][C:20](=[O:21])[NH2:22])[c:7]([CH3:18])[n:8]([CH2:11][c:12]3[cH:13][cH:14][cH:15][cH:16][cH:17]3)[c:9]2[cH:10]1)[CH2:24][CH2:25][CH2:26][C:27](=[O:28])[O:29][CH2:30][CH3:31].